Dataset: the Open Reaction Database (ORD), a public repository of structured organic reaction records. Task: describe an organic reaction: reactants, conditions, products, and yield The reactants are O=C([O-])O, CC(=O)O, CC(C)(CC(O)(Cc1cc(C(F)(F)F)cc(Cl)c1F)C(F)(F)F)c1cccc2c1OCC2, [Na+], O=[N+]([O-])O, O=S(=O)(O)O. Yields the product CC(C)(CC(O)(Cc1cc(C(F)(F)F)cc(Cl)c1F)C(F)(F)F)c1cc([N+](=O)[O-])cc2c1OCC2. Reaction SMILES: [C:42](=[O:43])([OH:44])[O-:45].[CH3:47][C:48](=[O:49])[OH:50].[Cl:1][c:2]1[c:3]([F:32])[c:4]([CH2:5][C:6]([C:7]([F:8])([F:9])[F:10])([CH2:11][C:12]([CH3:13])([CH3:14])[c:15]2[cH:16][cH:17][cH:18][c:19]3[c:23]2[O:22][CH2:21][CH2:20]3)[OH:24])[cH:25][c:26]([C:28]([F:29])([F:30])[F:31])[cH:27]1.[Na+:46].[OH:33][N+:34]([O-:35])=[O:36].[S:37](=[O:38])(=[O:39])([OH:40])[OH:41]>>[Cl:1][c:2]1[c:3]([F:32])[c:4]([CH2:5][C:6]([C:7]([F:8])([F:9])[F:10])([CH2:11][C:12]([CH3:13])([CH3:14])[c:15]2[cH:16][c:17]([N+:34](=[O:33])[O-:35])[cH:18][c:19]3[c:23]2[O:22][CH2:21][CH2:20]3)[OH:24])[cH:25][c:26]([C:28]([F:29])([F:30])[F:31])[cH:27]1. Yields the product Cc1cc([N+](=O)[O-])ccc1N1CCCS1(=O)=O. RXN SMILES: [C:1](=[O:2])([O-:3])[O-:4].[CH3:25][C:26]#[N:27].[CH3:7][c:8]1[c:9]([NH:17][S:18](=[O:19])(=[O:20])[CH2:21][CH2:22][CH2:23][Cl:24])[cH:10][cH:11][c:12]([N+:14](=[O:15])[O-:16])[cH:13]1.[Cs+:5].[Cs+:6]>>[CH3:7][c:8]1[c:9]([N:17]2[S:18](=[O:19])(=[O:20])[CH2:21][CH2:22][CH2:23]2)[cH:10][cH:11][c:12]([N+:14](=[O:15])[O-:16])[cH:13]1. Reactants: O=C([O-])[O-], CC#N, Cc1cc([N+](=O)[O-])ccc1NS(=O)(=O)CCCCl, [Cs+], [Cs+]. The reactants are BrC(=CC1=CC=C(S1)C=1SC=CC1)Br (5-(2,2-dibromo-ethenyl)-2,2'-bithiophene), [Li]CCCC (n-BuLi). The solvent is C1CCOC1 (THF). Run at temperature -78 celsius. The product is C(#C)C1=CC=C(S1)C=1SC=CC1 (5-ethynyl-2,2'-bithiophene). The yield is 88.0%. RXN SMILES: Br[C:2](Br)=[CH:3][C:4]1[S:8][C:7]([C:9]2[S:10][CH:11]=[CH:12][CH:13]=2)=[CH:6][CH:5]=1.[Li]CCCC>C1COCC1>[C:3]([C:4]1[S:8][C:7]([C:9]2[S:10][CH:11]=[CH:12][CH:13]=2)=[CH:6][CH:5]=1)#[CH:2]. Procedure: Anhydrous 5-(2,2-dibromo-ethenyl)-2,2'-bithiophene was dissolved in anhydrous THF and stirred at -78° C. After n-BuLi was added into the solution and stirred for 1 hour, the temperature was raised to 25° C. and stirred for further 1 hour. The solution was monitored by thin layer chromatography to determine whether the reaction was completed. The reaction solution was then extracted with ether and washed with water. After the solution was washed with saturated NaCl solution and dried over anhydro... Reported procedure: 76.3 g (400 mmol) of toluenesulfonic acid chloride is added in drops to a mixture that consists of 50.0 g (91.4 mmol) of 1,3,5-triiodo-2,4,6-tris-hydroxymethylbenzene and 3 g (8.7 mmol) of tetrabutylammonium hydrogen sulfate in 200 ml of 32% NaOH solution and 300 ml of toluene at room temperature, and then it is stirred for 12 hours. It is mixed with 300 ml of water and extracted twice with 200 ml each of toluene. The combined organic phases are dried on sodium sulfate, the solvent is evaporated... Reagents/catalysts: S(=O)(=O)(O)[O-].C(CCC)[N+](CCCC)(CCCC)CCCC (tetrabutylammonium hydrogen sulfate). The reactants are C=1(C(=CC=CC1)S(=O)(=O)Cl)C (toluenesulfonic acid chloride), IC1=C(C(=C(C(=C1CO)I)CO)I)CO (1,3,5-triiodo-2,4,6-tris-hydroxymethylbenzene), O (water). Product: IC1=C(C(=C(C(=C1COS(=O)(=O)C=1C(=CC=CC1)C)I)COS(=O)(=O)C=1C(=CC=CC1)C)I)COS(=O)(=O)C=1C(=CC=CC1)C (1,3,5-Triiodo-2,4,6-tris-(toluenesulfonyloxy)methylbenzene). Conditions: time 12 hour. RXN SMILES: [C:1]1([CH3:11])[C:2]([S:7](Cl)(=[O:9])=[O:8])=[CH:3][CH:4]=[CH:5][CH:6]=1.[I:12][C:13]1[C:18]([CH2:19][OH:20])=[C:17]([I:21])[C:16]([CH2:22][OH:23])=[C:15]([I:24])[C:14]=1[CH2:25][OH:26].[OH2:27]>S([O-])(O)(=O)=O.C([N+](CCCC)(CCCC)CCCC)CCC.[OH-].[Na+].C1(C)C=CC=CC=1>[I:12][C:13]1[C:14]([CH2:25][O:26][S:7]([C:2]2[C:1]([CH3:11])=[CH:6][CH:5]=[CH:4][CH:3]=2)(=[O:9])=[O:8])=[C:15]([I:24])[C:16]([CH2:22][O:23][S:7]([C:2]2[C:1]([CH3:11])=[CH:6][CH:5]=[CH:4][CH:3]=2)(=[O:8])=[O:27])=[C:17]([I:21])[C:18]=1[CH2:19][O:20][S:7]([C:2]1[C:1]([CH3:11])=[CH:6][CH:5]=[CH:4][CH:3]=1)(=[O:9])=[O:8] |f:3.4,5.6|. Solvent: [OH-].[Na+] (NaOH), C1(=CC=CC=C1)C (toluene). Reactants: CC(C)[Si](C(C)C)(C(C)C)n1ccc2c(Cl)c(Br)cnc21, CC(C)O, O=S(=O)(O)O. Yields the product Clc1c(Br)cnc2[nH]ccc12. Reaction SMILES: [Br:1][c:2]1[c:3]([Cl:21])[c:4]2[c:5]([n:6][cH:7]1)[n:8]([Si:11]([CH:12]([CH3:13])[CH3:14])([CH:15]([CH3:16])[CH3:17])[CH:18]([CH3:19])[CH3:20])[cH:9][cH:10]2.[CH:27]([OH:28])([CH3:29])[CH3:30].[S:22](=[O:23])(=[O:24])([OH:25])[OH:26]>>[Br:1][c:2]1[c:3]([Cl:21])[c:4]2[c:5]([n:6][cH:7]1)[nH:8][cH:9][cH:10]2. Reactants: CCOC(=O)c1cc2ccccc2[nH]1, Cc1ccc(S(=O)(=O)OCCc2ccc(Cl)cc2)cc1, [H-], [Na+], CN(C)C=O. As a reaction SMILES: [CH2:1]([CH3:2])[O:3][C:4](=[O:5])[c:6]1[nH:7][c:8]2[cH:9][cH:10][cH:11][cH:12][c:13]2[cH:14]1.[Cl:17][c:18]1[cH:19][cH:20][c:21]([CH2:24][CH2:25][O:26][S:27]([c:28]2[cH:29][cH:30][c:31]([CH3:32])[cH:33][cH:34]2)(=[O:35])=[O:36])[cH:22][cH:23]1.[H-:15].[Na+:16].[O:37]=[CH:38][N:39]([CH3:40])[CH3:41]>>[CH2:1]([CH3:2])[O:3][C:4](=[O:5])[c:6]1[n:7]([CH2:25][CH2:24][c:21]2[cH:20][cH:19][c:18]([Cl:17])[cH:23][cH:22]2)[c:8]2[cH:9][cH:10][cH:11][cH:12][c:13]2[cH:14]1. The product is CCOC(=O)c1cc2ccccc2n1CCc1ccc(Cl)cc1.